Dataset: the Open Reaction Database (ORD), a public repository of structured organic reaction records. Task: describe an organic reaction: reactants, conditions, products, and yield Starting materials: C1CCOC1, CO, C=CC1CC1(NC(=O)C1Cc2cc(Oc3cccc(Cl)c3)ccc2CN1C(=O)C(Nc1ccc(F)cc1)C(C)(C)C)C(=O)OCC, [Li+], [OH-], O, O. The product is C=CC1CC1(NC(=O)C1Cc2cc(Oc3cccc(Cl)c3)ccc2CN1C(=O)C(Nc1ccc(F)cc1)C(C)(C)C)C(=O)O. As a reaction SMILES: [CH2:50]1[O:51][CH2:52][CH2:53][CH2:54]1.[CH3:55][OH:56].[Cl:1][c:2]1[cH:3][c:4]([O:5][c:6]2[cH:7][c:8]3[c:13]([cH:14][cH:15]2)[CH2:12][N:11]([C:16]([CH:17]([C:18]([CH3:19])([CH3:20])[CH3:21])[NH:22][c:23]2[cH:24][cH:25][c:26]([F:29])[cH:27][cH:28]2)=[O:30])[CH:10]([C:31](=[O:32])[NH:33][C:34]2([C:39](=[O:40])[O:41][CH2:42][CH3:43])[CH:35]([CH:37]=[CH2:38])[CH2:36]2)[CH2:9]3)[cH:44][cH:45][cH:46]1.[Li+:49].[OH-:48].[OH2:47].[OH2:57]>>[Cl:1][c:2]1[cH:3][c:4]([O:5][c:6]2[cH:7][c:8]3[c:13]([cH:14][cH:15]2)[CH2:12][N:11]([C:16]([CH:17]([C:18]([CH3:19])([CH3:20])[CH3:21])[NH:22][c:23]2[cH:24][cH:25][c:26]([F:29])[cH:27][cH:28]2)=[O:30])[CH:10]([C:31](=[O:32])[NH:33][C:34]2([C:39](=[O:40])[OH:41])[CH:35]([CH:37]=[CH2:38])[CH2:36]2)[CH2:9]3)[cH:44][cH:45][cH:46]1. Reactants: C1(=CC=CC=C1)C(C#N)(CCN1C2CCC(C1)CC2)C=2C=NC=CC2 (2-phenyl-2-(3-pyridyl)-4-(2-azabicyclo[2.2.2]oct-2-yl)butyronitrile), [N-]=[N+]=[N-].[Na+] (sodium azide), [Cl-].[Li+] (lithium chloride). Run in CN(C)C=O (DMF). The product is C1(=CC=CC=C1)C(CCN1C2CCC(C1)CC2)(C=2C=NC=CC2)C2=NN=NN2 (5-[1-phenyl-1-(3-pyridyl)-3-(2-azabicyclo[2.2.2]oct-2-yl)propyl]-1H-tetrazole). RXN SMILES: [C:1]1([C:7]([C:20]2[CH:21]=[N:22][CH:23]=[CH:24][CH:25]=2)([CH2:10][CH2:11][N:12]2[CH2:17][CH:16]3[CH2:18][CH2:19][CH:13]2[CH2:14][CH2:15]3)[C:8]#[N:9])[CH:6]=[CH:5][CH:4]=[CH:3][CH:2]=1.[N-:26]=[N+:27]=[N-:28].[Na+].[Cl-].[Li+]>CN(C=O)C>[C:1]1([C:7]([C:8]2[NH:28][N:27]=[N:26][N:9]=2)([C:20]2[CH:21]=[N:22][CH:23]=[CH:24][CH:25]=2)[CH2:10][CH2:11][N:12]2[CH2:17][CH:16]3[CH2:15][CH2:14][CH:13]2[CH2:19][CH2:18]3)[CH:6]=[CH:5][CH:4]=[CH:3][CH:2]=1 |f:1.2,3.4|. Procedure details: α-Phenyl-3-pyridylacetonitrile (U.S. Pat. No. 3,225,054) is reacted with 2-(2-chloroethyl)-2-azabicyclo[2.2.2]octane in toluene to provide 2-phenyl-2-(3-pyridyl)-4-(2-azabicyclo[2.2.2]oct-2-yl)butyronitrile. This nitrile is reacted with sodium azide in DMF containing lithium chloride to provide 5-[1-phenyl-1-(3-pyridyl)-3-(2-azabicyclo[2.2.2]oct-2-yl)propyl]-1H-tetrazole. Reaction this tetrazole with acetic anhydride in pyridine provides 5-[1-phenyl-1-(3-pyridyl)-3-(2-azabicyclo[2.2.2]oct-2-yl)p... Reactants: O (Water), [H-].[Na+] (sodium hydride), NC1=NC=CC(=C1)OC=1C=C2C=CNC2=CC1 (5-[(2-amino-4-pyridyl)oxy]-1H-indole), C1(CC1)NC(OC1=CC=CC=C1)=O (phenyl N-cyclopropylcarbamate). Solvent: CN(C=O)C (dimethylformamide). Run at temperature 0 celsius, time 5 minute. Yields the product C1(CC1)NC(=O)N1C=CC2=CC(=CC=C12)OC1=CC(=NC=C1)N (N1-Cyclopropyl-5-[(2-amino-4-pyridyl)oxy]-1H-1-indolecarboxamide). Isolated yield 1168.8%. As a reaction SMILES: [H-].[Na+].[NH2:3][C:4]1[CH:9]=[C:8]([O:10][C:11]2[CH:12]=[C:13]3[C:17](=[CH:18][CH:19]=2)[NH:16][CH:15]=[CH:14]3)[CH:7]=[CH:6][N:5]=1.[CH:20]1([NH:23][C:24](=O)[O:25]C2C=CC=CC=2)[CH2:22][CH2:21]1.O>CN(C)C=O>[CH:20]1([NH:23][C:24]([N:16]2[C:17]3[C:13](=[CH:12][C:11]([O:10][C:8]4[CH:7]=[CH:6][N:5]=[C:4]([NH2:3])[CH:9]=4)=[CH:19][CH:18]=3)[CH:14]=[CH:15]2)=[O:25])[CH2:22][CH2:21]1 |f:0.1|. Procedure: After adding 28 mg of sodium hydride (60% in oil) to a solution of 150 mg of 5-[(2-amino-4-pyridyl)oxy]-1H-indole in dimethylformamide at room temperature and stirring for 5 minutes, the mixture was cooled to 0° C., 124 mg of phenyl N-cyclopropylcarbamate was added and the mixture was further stirred for 30 minutes. Water was added, extraction was performed with ethyl acetate, the organic layer was washed 3 times with water and once with ammonium chloride water, and then silica gel was added and... Reactants: OCc1cn(-c2cccc(Br)c2)cn1, C=C[Sn](CCCC)(CCCC)CCCC, CN(C)C=O, Cl[Pd]Cl, c1ccc(P(c2ccccc2)c2ccccc2)cc1, c1ccc(P(c2ccccc2)c2ccccc2)cc1. Product: C=Cc1cccc(-n2cnc(CO)c2)c1. RXN SMILES: [Br:1][c:2]1[cH:3][c:4](-[n:8]2[cH:9][n:10][c:11]([CH2:13][OH:14])[cH:12]2)[cH:5][cH:6][cH:7]1.[CH:15](=[CH2:16])[Sn:17]([CH2:18][CH2:19][CH2:20][CH3:21])([CH2:22][CH2:23][CH2:24][CH3:25])[CH2:26][CH2:27][CH2:28][CH3:29].[O:30]=[CH:31][N:32]([CH3:33])[CH3:34].[Pd:35]([Cl:36])[Cl:37].[c:38]1([P:39]([c:40]2[cH:41][cH:42][cH:43][cH:44][cH:45]2)[c:46]2[cH:47][cH:48][cH:49][cH:50][cH:51]2)[cH:52][cH:53][cH:54][cH:55][cH:56]1.[c:57]1([P:58]([c:59]2[cH:60][cH:61][cH:62][cH:63][cH:64]2)[c:65]2[cH:66][cH:67][cH:68][cH:69][cH:70]2)[cH:71][cH:72][cH:73][cH:74][cH:75]1>>[c:2]1([CH:15]=[CH2:16])[cH:3][c:4](-[n:8]2[cH:9][n:10][c:11]([CH2:13][OH:14])[cH:12]2)[cH:5][cH:6][cH:7]1. Reactants: N(=O)[O-].[Na+] (NaNO2), FC(C1=C(C=CC(=C1)N)C1=CC=CC=C1)(F)F (2-trifluoromethyl-biphenyl-4-ylamine), [K+].C(C)OC(=S)[S-] (O-ethyl-xanthic acid potassium salt). Solvent: O (H2O), CCOC(=O)C (EtOAc), CO (CH3OH), O (H2O), Cl (HCl), O (H2O). Reaction conditions: temperature 0 celsius, time 15 minute. The product is FC(C1=C(C=CC(=C1)SC(OCC)=S)C1=CC=CC=C1)(F)F (dithiocarbonic acid O-ethyl ester S-(2-trifluoromethyl-biphenyl-4-yl) ester). RXN SMILES: [F:1][C:2]([F:17])([F:16])[C:3]1[CH:8]=[C:7](N)[CH:6]=[CH:5][C:4]=1[C:10]1[CH:15]=[CH:14][CH:13]=[CH:12][CH:11]=1.N([O-])=O.[Na+].[K+].[CH2:23]([O:25][C:26]([S-:28])=[S:27])[CH3:24]>CO.O.Cl.CCOC(C)=O>[F:1][C:2]([F:17])([F:16])[C:3]1[CH:8]=[C:7]([S:28][C:26](=[S:27])[O:25][CH2:23][CH3:24])[CH:6]=[CH:5][C:4]=1[C:10]1[CH:15]=[CH:14][CH:13]=[CH:12][CH:11]=1 |f:1.2,3.4|. Procedure: 2-trifluoromethyl-biphenyl-4-ylamine (175 mg, 0.7377 mmol, 1 eq.) is dissolved in a mixture of CH3OH (0.75 mL), H2O (0.75 mL), and concentrated aqueous HCl (0.4 mL). This solution is cooled to 0° C. and a solution of NaNO2 (71 mg, 1.033 mmol, 1.4 eq.) dissolved in H2O (0.30 mL) is added slowly over 1 h, keeping the reaction temperature at 0° C. After this addition is complete, the reaction mixture is quickly added to a solution of O-ethyl-xanthic acid potassium salt (237 mg, 1.475 mmol, 2 eq.) i...